This data is from the Open Reaction Database (ORD), a public repository of structured organic reaction records. The task is: describe an organic reaction: reactants, conditions, products, and yield The reactants are Br.N[C@@H](C)C(=O)N1[C@H](C(=O)NC2=CC=CC=C2)CCC1 (L-alanyl-L-proline anilide hydrobromide), C(C)(=O)OC(C)=O (acetic anhydride). Procedure: 2 g (0.00585 mol) of L-alanyl-L-proline anilide hydrobromide were dissolved in 40 ml of dry pyridine and 1.1 ml (0.0117 mol) of acetic anhydride were added. The solution was stirred at room temperature for 1 hour and then evaporated. Final traces of pyridine were removed by addition of 20 ml of toluene ane re-evaporation. The residue was dissolved in 100 ml of chloroform and the solution washed with 80 ml of saturated sodium chloride solution, dried over magnesium sulphate and evaporated to an o... Conditions: time 1 hour. Yields the product C(C)(=O)N[C@@H](C)C(=O)N1[C@H](C(=O)NC2=CC=CC=C2)CCC1 (N-acetyl-L-alanyl-L-proline anilide). Solvent: N1=CC=CC=C1 (pyridine). As a reaction SMILES: Br.[NH2:2][C@H:3]([C:5]([N:7]1[CH2:20][CH2:19][CH2:18][C@H:8]1[C:9]([NH:11][C:12]1[CH:17]=[CH:16][CH:15]=[CH:14][CH:13]=1)=[O:10])=[O:6])[CH3:4].[C:21](OC(=O)C)(=[O:23])[CH3:22]>N1C=CC=CC=1>[C:21]([NH:2][C@H:3]([C:5]([N:7]1[CH2:20][CH2:19][CH2:18][C@H:8]1[C:9]([NH:11][C:12]1[CH:13]=[CH:14][CH:15]=[CH:16][CH:17]=1)=[O:10])=[O:6])[CH3:4])(=[O:23])[CH3:22] |f:0.1|. Isolated yield 92.4%. Starting materials: N#Cc1ccc(Cl)nc1, [K+], [K+], O=C([O-])[O-], CN(C)C=O, O, Cc1cc(C=O)ccc1O. As a reaction SMILES: [Cl:17][c:18]1[n:19][cH:20][c:21]([C:22]#[N:23])[cH:24][cH:25]1.[K+:11].[K+:12].[O-:13][C:14]([O-:15])=[O:16].[O:27]=[CH:28][N:29]([CH3:30])[CH3:31].[OH2:26].[OH:1][c:2]1[c:3]([CH3:10])[cH:4][c:5]([CH:6]=[O:7])[cH:8][cH:9]1>>[O:1]([c:2]1[c:3]([CH3:10])[cH:4][c:5]([CH:6]=[O:7])[cH:8][cH:9]1)[c:18]1[n:19][cH:20][c:21]([C:22]#[N:23])[cH:24][cH:25]1. The product is Cc1cc(C=O)ccc1Oc1ccc(C#N)cn1. Procedure details: A mixture of 220 mg of 1-(4-aminophenyl)-1,2-cyclopropanedicarboxylic acid, 10 ml of methanol and 0.26 ml of methylamine (40%) is stirred in a glass bomb tube for 7 days at 100° C. The mixture is concentrated in vacuo and the residue is chromatographed over a column of silica gel with a 4:6 mixture of hexane/ethyl acetate. Recrystallisation from ethyl acetate/petroleum ether affords yellow crystals of the title compound, which is identical with the title compound of Example 3(a). Yields the product NC1=CC=C(C=C1)C12C(N(C(C2C1)=O)C)=O (1-(4-Aminophenyl)-3-methyl-3-azabicyclo[3.1.0]hexane-2,4-dione). Reactants: NC1=CC=C(C=C1)C1(C(C1)C(=O)O)C(=O)O (1-(4-aminophenyl)-1,2-cyclopropanedicarboxylic acid), CN (methylamine). Reaction SMILES: [NH2:1][C:2]1[CH:7]=[CH:6][C:5]([C:8]2([C:14]([OH:16])=O)[CH2:10][CH:9]2[C:11](O)=[O:12])=[CH:4][CH:3]=1.[CH3:17][NH2:18]>CO>[NH2:1][C:2]1[CH:7]=[CH:6][C:5]([C:8]23[CH2:10][CH:9]2[C:11](=[O:12])[N:18]([CH3:17])[C:14]3=[O:16])=[CH:4][CH:3]=1. The solvent is CO (methanol). Reaction conditions: temperature 100 celsius, time 7 day.